This data is from the Open Reaction Database (ORD), a public repository of structured organic reaction records. The task is: describe an organic reaction: reactants, conditions, products, and yield Reactants: C(C1=CC=CC=C1)[C@@H]1NC(OC1(C)C)=O ((S)-4-Benzyl-5,5-dimethyloxazolidin-2-one), C(CCC)[Li] (butyllithium), C(CC)(=O)Cl (propionyl chloride). Solvent: O1CCCC1 (tetrahydrofuran). The product is O=C(CC)N1C(OC([C@@H]1CC1=CC=CC=C1)(C)C)=O ((S)-3(1'-Oxopropyl)-4-benzyl-5,5-dimethyloxazolidin-2-one). The yield is 85.4%. As a reaction SMILES: [CH2:1]([C@H:8]1[C:12]([CH3:14])([CH3:13])[O:11][C:10](=[O:15])[NH:9]1)[C:2]1[CH:7]=[CH:6][CH:5]=[CH:4][CH:3]=1.C([Li])CCC.[C:21](Cl)(=[O:24])[CH2:22][CH3:23]>O1CCCC1>[O:24]=[C:21]([N:9]1[C@@H:8]([CH2:1][C:2]2[CH:3]=[CH:4][CH:5]=[CH:6][CH:7]=2)[C:12]([CH3:13])([CH3:14])[O:11][C:10]1=[O:15])[CH2:22][CH3:23]. Procedure: Reaction of the auxiliary (10) (0.8 g, 3.90 mmol) in solution in tetrahydrofuran (27 ml) at -78° C. with butyllithium (1.3M, 3.03 ml, 3.94 mmol) and propionyl chloride (0.373 ml, 4.29 mmol) for 30 minutes and then at room temperature overnight with work-up and recrystallisation from pentane gave the title compound (20) as a solid (0.870 g, 85%); mp 61° C.; νmax (CHCl3) 1773 and 1702 cm-1 ; [α]D25 (c 1 in CHCl3)=-42.5; (Found: C, 69.06; H, 7.43; N, 5.21. C15H19NO3 requires C, 68.94; H, 7.33; N, 5... Starting materials: CCN(C)c1cc(C(=N)NO)cc(C)n1, Cc1cc(C(=O)O)cc(N(C)C(C)C)n1. Yields the product Cc1cc(C(=N)NO)cc(N(C)C(C)C)n1. Reaction SMILES: [CH2:1]([CH3:2])[N:3]([c:4]1[cH:5][c:6]([C:7](=[NH:8])[NH:9][OH:10])[cH:11][c:12]([CH3:14])[n:13]1)[CH3:15].[CH:16]([N:17]([CH3:18])[c:19]1[cH:20][c:21]([C:26]([OH:27])=[O:28])[cH:22][c:23]([CH3:24])[n:25]1)([CH3:29])[CH3:30]>>[CH:1]([CH3:2])([N:3]([c:4]1[cH:5][c:6]([C:7](=[NH:8])[NH:9][OH:10])[cH:11][c:12]([CH3:14])[n:13]1)[CH3:15])[CH3:16]. Starting materials: [BH4-], CCOc1ccc(C(=O)c2cc(Br)ccc2Cl)c(F)c1F, Cl, [K+]. Yields the product CCOc1ccc(C(O)c2cc(Br)ccc2Cl)c(F)c1F. Reaction SMILES: [BH4-:22].[Br:1][c:2]1[cH:3][cH:4][c:5]([Cl:21])[c:6]([C:8](=[O:9])[c:10]2[c:11]([F:20])[c:12]([F:19])[c:13]([O:16][CH2:17][CH3:18])[cH:14][cH:15]2)[cH:7]1.[ClH:24].[K+:23]>>[Br:1][c:2]1[cH:3][cH:4][c:5]([Cl:21])[c:6]([CH:8]([OH:9])[c:10]2[c:11]([F:20])[c:12]([F:19])[c:13]([O:16][CH2:17][CH3:18])[cH:14][cH:15]2)[cH:7]1. The reactants are C(C)(C)[N-]C(C)C.[Li+] (lithium diisopropylamide), acetic acid ice, Z--C(CH3)(OLi)-, C(C1=CC=CC=C1)OP(=O)(OCC1=CC=CC=C1)CC(=O)O (α-dibenzylphosphonoacetic acid), C(C)(=O)C1=CC=C(C=C1)C1=C(C=C(C=C1)F)F (4-acetyl-2',4'-difluorobiphenyl). The solvent is C1CCOC1 (THF), C1CCOC1 (THF), C1CCOC1 (THF). Conditions: time 12 hour. The product is FC1=C(C=CC(=C1)F)C1=CC=C(C=C1)C(=CC(=O)O)C (3-(2',4'-difluoro-4-biphenylyl)-2-butenoic acid). Reaction SMILES: C([N-][CH:5]([CH3:7])[CH3:6])(C)C.[Li+].C(OP(C[C:28]([OH:30])=[O:29])(OCC1C=CC=CC=1)=O)C1C=CC=CC=1.C([C:34]1[CH:39]=[CH:38][C:37]([C:40]2[CH:45]=[CH:44][C:43]([F:46])=[CH:42][C:41]=2[F:47])=[CH:36][CH:35]=1)(=O)C>C1COCC1>[F:47][C:41]1[CH:42]=[C:43]([F:46])[CH:44]=[CH:45][C:40]=1[C:37]1[CH:36]=[CH:35][C:34]([C:5]([CH3:6])=[CH:7][C:28]([OH:30])=[O:29])=[CH:39][CH:38]=1 |f:0.1|. Procedure: A solution of 21.4 g. of lithium diisopropylamide in 200 ml. of THF is added to a stirred solution of 32 g. of α-dibenzylphosphonoacetic acid (carboxymethylphosphonic acid dibenzyl ester) in 300 ml. of THF at -80°. Then a solution of 23.2 g. of 4-acetyl-2',4'-difluorobiphenyl in 250 ml. of THF is asdded. The mixture is stirred for 12 hours more, during which it is allowed to come to room temperature. The product Z--C(CH3)(OLi)--CH[P=O (OCH2C6H5)2 ]COOLi (Z is 2',4'-difluoro-4-biphenylyl), which ...